From a dataset of the Open Reaction Database (ORD), a public repository of structured organic reaction records. describe an organic reaction: reactants, conditions, products, and yield Procedure: 2-Phenyl-2,5-dihydro-4H-pyrazolo[3,4-c]quinoline-one (574 mg, 2.20 mmol) was combined with N,N,N′N′-tetramethylethylenediamine (1.5 mL), and tetrahydrofuran (24 mL) under an atmosphere of nitrogen. The mixture was chilled to 0° C. A solution of n-butyllithium in hexanes (2.0 mL of 2.5 M) was added dropwise. After the addition was complete the reaction mixture was stirred for 5 minutes at 0° C. and then cooled to −78° C. To the cooled solution was added tert-butyl 4-(2-oxoethyl)piperidine-1-carbo... Run in hexanes, C(C)#N (acetonitrile). Reaction conditions: temperature 0 celsius, time 5 minute. RXN SMILES: [C:1]1([N:7]2[C:19](=O)[C:18]3[C:17]4[CH:16]=[CH:15][CH:14]=[CH:13][C:12]=4[NH:11][CH2:10][C:9]=3[NH:8]2)[CH:6]=[CH:5][CH:4]=[CH:3][CH:2]=1.[O:21]1CCCC1.C([Li])CCC.[O:31]=[CH:32][CH2:33][CH:34]1[CH2:39][CH2:38][N:37]([C:40]([O:42][C:43]([CH3:46])([CH3:45])[CH3:44])=[O:41])[CH2:36][CH2:35]1>C(#N)C>[OH:31][CH:32]([C:19]1[N:7]([C:1]2[CH:6]=[CH:5][CH:4]=[CH:3][CH:2]=2)[N:8]=[C:9]2[C:18]=1[C:17]1[CH:16]=[CH:15][CH:14]=[CH:13][C:12]=1[NH:11][C:10]2=[O:21])[CH2:33][CH:34]1[CH2:35][CH2:36][N:37]([C:40]([O:42][C:43]([CH3:46])([CH3:45])[CH3:44])=[O:41])[CH2:38][CH2:39]1. The reactants are C(CCC)[Li] (n-butyllithium), C1(=CC=CC=C1)N1NC=2CNC=3C=CC=CC3C2C1=O (2-Phenyl-2,5-dihydro-4H-pyrazolo[3,4-c]quinoline-one), O=CCC1CCN(CC1)C(=O)OC(C)(C)C (tert-butyl 4-(2-oxoethyl)piperidine-1-carboxylate), N,N,N′N′-tetramethylethylenediamine, O1CCCC1 (tetrahydrofuran). The product is OC(CC1CCN(CC1)C(=O)OC(C)(C)C)C=1N(N=C2C(NC=3C=CC=CC3C21)=O)C2=CC=CC=C2 (tert-butyl 4-[2-hydroxy-2-(4-oxo-2-phenyl-4,5-dihydro-2H-pyrazolo[3,4-c]quinolin-1-yl)ethyl]piperidine-1-carboxylate). Reactants: CN1CCC=2NC=3C=CC(=CC3C2CC1)C (3,9-Dimethyl-1,2,3,4,5,6-hexahydroazepino[4,5-b]indole), CN(C)C=O (DMF), [O-]P(=O)([O-])[O-].[K+].[K+].[K+] (potassium phosphate tribasic), BrCCC1=C(C=CC=C1)Cl (1-(2-bromoethyl)-2-chlorobenzene). The reagents and catalysts are [Cu](I)I (copper iodide). Solvent: O (water). Reaction conditions: temperature 90 celsius, time 12 hour. Yields the product ClC1=C(CCN2C3=C(C=4C=C(C=CC24)C)CCN(CC3)C)C=CC=C1 (6-(2-chlorophenethyl)-1,2,3,4,5,6-hexahydro-3,9-dimethylazepino[4,5-b]indole). The yield is 14.2%. RXN SMILES: [CH3:1][N:2]1[CH2:15][CH2:14][C:13]2[C:12]3[CH:11]=[C:10]([CH3:16])[CH:9]=[CH:8][C:7]=3[NH:6][C:5]=2[CH2:4][CH2:3]1.[O-]P([O-])([O-])=O.[K+].[K+].[K+].Br[CH2:26][CH2:27][C:28]1[CH:33]=[CH:32][CH:31]=[CH:30][C:29]=1[Cl:34].CN(C=O)C>[Cu](I)I.O>[Cl:34][C:29]1[CH:30]=[CH:31][CH:32]=[CH:33][C:28]=1[CH2:27][CH2:26][N:6]1[C:7]2[CH:8]=[CH:9][C:10]([CH3:16])=[CH:11][C:12]=2[C:13]2[CH2:14][CH2:15][N:2]([CH3:1])[CH2:3][CH2:4][C:5]1=2 |f:1.2.3.4|. Procedure details: The title compound was prepared by following general procedure 4. 3,9-Dimethyl-1,2,3,4,5,6-hexahydroazepino[4,5-b]indole (214 mg, 1.0 mmol) was taken with copper iodide (19 mg, 0.1 mmol), L-praline (23 mg, 0.2 mmol), potassium phosphate tribasic (426 mg, 2.0 mmol), 1-(2-bromoethyl)-2-chlorobenzene (219 mg, 1.0 mmol) and DMF was added, the reaction was stirred at 90° C. under argon atmosphere for 12 h and monitored by LCMS. After completion of the reaction water was added and extracted with ethyl... Starting materials: [H-].[Na+] (sodium hydride), S=C1NC2=C(CC[C@H]1NC(OCC1=CC=CC=C1)=O)C=CC=C2 (benzyl N-[(3R)-2-thioxo-1,3,4,5-tetrahydro-1-benzazepin-3-yl]carbamate), CI (methyl iodide). Run in C1CCOC1 (THF). Reaction conditions: temperature 0 celsius. Product: CSC1=NC2=C(CC[C@H]1NC(OCC1=CC=CC=C1)=O)C=CC=C2 (Benzyl N-[(3R)-2-methylsulfanyl-4,5-dihydro-3H-1-benzazepin-3-yl]carbamate). The yield is 95.8%. RXN SMILES: [S:1]=[C:2]1[C@H:8]([NH:9][C:10](=[O:19])[O:11][CH2:12][C:13]2[CH:18]=[CH:17][CH:16]=[CH:15][CH:14]=2)[CH2:7][CH2:6][C:5]2[CH:20]=[CH:21][CH:22]=[CH:23][C:4]=2[NH:3]1.[H-].[Na+].[CH3:26]I>C1COCC1>[CH3:26][S:1][C:2]1[C@H:8]([NH:9][C:10](=[O:19])[O:11][CH2:12][C:13]2[CH:14]=[CH:15][CH:16]=[CH:17][CH:18]=2)[CH2:7][CH2:6][C:5]2[CH:20]=[CH:21][CH:22]=[CH:23][C:4]=2[N:3]=1 |f:1.2|. Procedure details: Dissolve benzyl N-[(3R)-2-thioxo-1,3,4,5-tetrahydro-1-benzazepin-3-yl]carbamate (1.5 g, 4.60 mmol) in THF (40 mL), cool to 0° C., and add sodium hydride (NaH) (192.9 mg, 4.83 mmol, 60% in mineral oil) all at once. Remove the bath and stir the reaction for approximately 1 hour under nitrogen. Add methyl iodide (300 μL, 4.83 mmol) and stir for approximately 1 hour at ambient temperature. Concentrate the reaction under reduced pressure to remove most of the THF, dilute the residue with ethyl acetat...